This data is from the Open Reaction Database (ORD), a public repository of structured organic reaction records. The task is: describe an organic reaction: reactants, conditions, products, and yield The reactants are C(C)(C)(C)[Si](OC=1C=C(C=CC1OC)C(O)C1=CC(=C(C=C1)OC)OCC)(C)C ([3-(tert-butyl-dimethyl-silanyloxy)-4-methoxy-phenyl]-(3-ethoxy-4-methoxy-phenyl)-methanol). Reagents/catalysts: [O-2].[O-2].[Mn+4] (manganese dioxide), [O-2].[O-2].[Mn+4] (Manganese dioxide). Run in C(Cl)Cl (CH2Cl2). Conditions: time 16 hour. Product: C(C)(C)(C)[Si](OC=1C=C(C=CC1OC)C(=O)C1=CC(=C(C=C1)OC)OCC)(C)C ([3-(tert-butyl-dimethyl-silanyloxy)-4-methoxy-phenyl]-(3-ethoxy-4-methoxy-phenyl)-methanone). The yield is 95.4%. RXN SMILES: [C:1]([Si:5]([CH3:29])([CH3:28])[O:6][C:7]1[CH:8]=[C:9]([CH:15]([C:17]2[CH:22]=[CH:21][C:20]([O:23][CH3:24])=[C:19]([O:25][CH2:26][CH3:27])[CH:18]=2)[OH:16])[CH:10]=[CH:11][C:12]=1[O:13][CH3:14])([CH3:4])([CH3:3])[CH3:2]>C(Cl)Cl.[O-2].[O-2].[Mn+4]>[C:1]([Si:5]([CH3:29])([CH3:28])[O:6][C:7]1[CH:8]=[C:9]([C:15]([C:17]2[CH:22]=[CH:21][C:20]([O:23][CH3:24])=[C:19]([O:25][CH2:26][CH3:27])[CH:18]=2)=[O:16])[CH:10]=[CH:11][C:12]=1[O:13][CH3:14])([CH3:4])([CH3:2])[CH3:3] |f:2.3.4|. Procedure details: To a solution of [3-(tert-butyl-dimethyl-silanyloxy)-4-methoxy-phenyl]-(3-ethoxy-4-methoxy-phenyl)-methanol (6.5 g, 15.6 mmol) in CH2Cl2 (200 mL) was added manganese dioxide (2.65 g, 26.1 mmol), and the mixture was stirred at ambient temperature for 16 h. Manganese dioxide (2.65 g, 26.1 mmol) was again added, and stirring proceeded for an additional 7 h. The mixture was filtered through Celite, and the sicciate was washed with CH2Cl2 (50 mL). The filtrate was evaporated, providing [3-(tert-butyl... Yields the product CCOC(=O)C=C(N)c1ccccc1. Starting materials: CCOC(=O)CC(=O)c1ccccc1, CO, O=C[O-], [NH4+]. Reaction SMILES: [C:1]([c:2]1[cH:3][cH:4][cH:5][cH:6][cH:7]1)(=[O:8])[CH2:9][C:10](=[O:11])[O:12][CH2:13][CH3:14].[CH3:19][OH:20].[CH:15]([O-:16])=[O:17].[NH4+:18]>>[C:1]([c:2]1[cH:3][cH:4][cH:5][cH:6][cH:7]1)(=[CH:9][C:10](=[O:11])[O:12][CH2:13][CH3:14])[NH2:18]. Reactants: C(C)(C)(C)OC(=O)N1CCN(CC1)CC(=O)OCC (4-ethoxycarbonylmethyl-piperazine-1-carboxylic acid tert-butyl ester), C([O-])(O)=O.[Na+] (sodium bicarbonate). The solvent is FC(C(=O)O)(F)F (trifluroacetic acid). The product is C(C)OC(CN1CCNCC1)=O (piperazin-1-yl-acetic acid ethyl ester). Reaction SMILES: C(OC([N:8]1[CH2:13][CH2:12][N:11]([CH2:14][C:15]([O:17][CH2:18][CH3:19])=[O:16])[CH2:10][CH2:9]1)=O)(C)(C)C.C(=O)(O)[O-].[Na+]>FC(F)(F)C(O)=O>[CH2:18]([O:17][C:15](=[O:16])[CH2:14][N:11]1[CH2:12][CH2:13][NH:8][CH2:9][CH2:10]1)[CH3:19] |f:1.2|. Procedure details: A solution of 4-ethoxycarbonylmethyl-piperazine-1-carboxylic acid tert-butyl ester in 90% trifluroacetic acid (5 ml) was stirred for 3 h. The mixture was basified with saturated sodium bicarbonate solution and concentrated. The residue was triturated with ethylacetate (30 ml) and filtered. The filtrate was concentrated to leave piperazin-1-yl-acetic acid ethyl ester as a yellow oil (ca 1.5 g)